From a dataset of the Open Reaction Database (ORD), a public repository of structured organic reaction records. describe an organic reaction: reactants, conditions, products, and yield The reactants are BrCC(=O)OCC1=CC=CC=C1 (benzyl bromoacetate), ClC=1C=CC2=C(C(C(O2)=O)C2=CC=CC=C2)C1 (5-chloro-2,3-dihydro-2-oxo-3-phenylbenzofuran), [H-].[Na+] (sodium hydride). The solvent is CN(C=O)C (dimethylformamide), CN(C=O)C (dimethylformamide). Conditions: time 1 hour. Yields the product C(C1=CC=CC=C1)OC(CC1(C(OC2=C1C=C(C=C2)Cl)=O)C2=CC=CC=C2)=O (2-(5-Chloro-2,3-dihydro-2-oxo-3-phenyl-3-benzofuranyl)acetic acid benzyl ester). As a reaction SMILES: [Cl:1][C:2]1[CH:3]=[CH:4][C:5]2[O:9][C:8](=[O:10])[CH:7]([C:11]3[CH:16]=[CH:15][CH:14]=[CH:13][CH:12]=3)[C:6]=2[CH:17]=1.[H-].[Na+].Br[CH2:21][C:22]([O:24][CH2:25][C:26]1[CH:31]=[CH:30][CH:29]=[CH:28][CH:27]=1)=[O:23]>CN(C)C=O>[CH2:25]([O:24][C:22](=[O:23])[CH2:21][C:7]1([C:11]2[CH:16]=[CH:15][CH:14]=[CH:13][CH:12]=2)[C:6]2[CH:17]=[C:2]([Cl:1])[CH:3]=[CH:4][C:5]=2[O:9][C:8]1=[O:10])[C:26]1[CH:31]=[CH:30][CH:29]=[CH:28][CH:27]=1 |f:1.2|. Procedure: A solution of 0.204 mol of 5-chloro-2,3-dihydro-2-oxo-3-phenylbenzofuran in 200 ml of anhydrous dimethylformamide is added to a suspension of 0.204 mol of sodium hydride in 100 ml of anhydrous dimethylformamide. The medium is maintained with stirring at room temperature for one hour, 0.224 mol of benzyl bromoacetate is then added slowly and the medium is left for 12 hours at room temperature. The reaction mixture is concentrated under vacuum and hydrolyzed using one liter of water, the aqueous p... Reactants: [Cl-].[NH4+] (Ammonium chloride), [N+](=O)([O-])C=1C=CC(=NC1)C1=CC=CC=C1 (5-nitro-2-phenyl-pyridine). Reagents/catalysts: [Zn] (Zinc). Run in O (water), C1CCOC1 (THF). The product is C1(=CC=CC=C1)C1=CC=C(C=N1)N (6-phenyl-pyridin-3-ylamine). Yield: 82.3%. RXN SMILES: [Cl-].[NH4+].[N+:3]([C:6]1[CH:7]=[CH:8][C:9]([C:12]2[CH:17]=[CH:16][CH:15]=[CH:14][CH:13]=2)=[N:10][CH:11]=1)([O-])=O>O.C1COCC1.[Zn]>[C:12]1([C:9]2[N:10]=[CH:11][C:6]([NH2:3])=[CH:7][CH:8]=2)[CH:13]=[CH:14][CH:15]=[CH:16][CH:17]=1 |f:0.1|. Reported procedure: Ammonium chloride (1.1 g, 0.020 mol) dissolved in water (15 mL) was added to a stirred solution of 5-nitro-2-phenyl-pyridine (0.5 g, 2.5 mmol) in THF (10 mL) Methanol (5 mL) was then added, affording a clear solution. Zinc powder (1.3 g, 0.020 mol) was then added portion wise at room temperature and the resulting mixture maintained for 1 hour, then filtered over celite. The filtrate was concentrated and the residue was extracted with ethyl acetate. The organics were washed with brine solution, d... Starting materials: COC(=O)c1ccc(F)cc1, [K+], [K+], O=C([O-])[O-], CN(C)C=O, O, Oc1cccnc1. Yields the product COC(=O)c1ccc(Oc2cccnc2)cc1. Reaction SMILES: [F:14][c:15]1[cH:16][cH:17][c:18]([C:19](=[O:20])[O:21][CH3:22])[cH:23][cH:24]1.[K+:8].[K+:9].[O-:10][C:11]([O-:12])=[O:13].[O:26]=[CH:27][N:28]([CH3:29])[CH3:30].[OH2:25].[OH:1][c:2]1[cH:3][n:4][cH:5][cH:6][cH:7]1>>[O:1]([c:2]1[cH:3][n:4][cH:5][cH:6][cH:7]1)[c:15]1[cH:16][cH:17][c:18]([C:19](=[O:20])[O:21][CH3:22])[cH:23][cH:24]1.